From a dataset of the Open Reaction Database (ORD), a public repository of structured organic reaction records. describe an organic reaction: reactants, conditions, products, and yield Starting materials: O=C([O-])[O-], CC(C)(C)C(=O)CC(=O)C(C)(C)C, Clc1ncnc2ccsc12, Cl[Cu], [Cs+], [Cs+], O=C(CC(=O)Nc1ccc(O)c(F)c1)Nc1ccc(F)cc1. The product is O=C(CC(=O)Nc1ccc(Oc2ncnc3ccsc23)c(F)c1)Nc1ccc(F)cc1. RXN SMILES: [C:33](=[O:34])([O-:35])[O-:36].[CH3:39][C:40]([CH3:41])([C:42](=[O:43])[CH2:44][C:45](=[O:46])[C:47]([CH3:48])([CH3:49])[CH3:50])[CH3:51].[Cl:23][c:24]1[c:25]2[c:26]([n:27][cH:28][n:29]1)[cH:30][cH:31][s:32]2.[Cl:52][Cu:53].[Cs+:37].[Cs+:38].[F:1][c:2]1[cH:3][c:4]([NH:9][C:10]([CH2:11][C:12](=[O:13])[NH:14][c:15]2[cH:16][cH:17][c:18]([F:21])[cH:19][cH:20]2)=[O:22])[cH:5][cH:6][c:7]1[OH:8]>>[F:1][c:2]1[cH:3][c:4]([NH:9][C:10]([CH2:11][C:12](=[O:13])[NH:14][c:15]2[cH:16][cH:17][c:18]([F:21])[cH:19][cH:20]2)=[O:22])[cH:5][cH:6][c:7]1[O:8][c:24]1[c:25]2[c:26]([n:27][cH:28][n:29]1)[cH:30][cH:31][s:32]2. Starting materials: SC=1N(C(=CN1)C(=O)C1=CC=CC=C1)C1CCCC2=CC=CC=C12 ([2-mercapto-1-(1,2,3,4-tetrahydro-1-naphthalenyl)-1H-imidazol-5-yl] phenylmethanone), [N+](=O)(O)[O-] (nitric acid), [OH-].[Na+] (sodium hydroxide). Run in O (water). Run at temperature 50 celsius, time 15 minute. Product: [N+](=O)(O)[O-].C1(=CC=CC=C1)C(=O)C1=CN=CN1C1CCCC2=CC=CC=C12 (phenyl [1-(1,2,3,4-tetrahydro-1-naphthalenyl)-1H-imidazol-5-yl]methanone mononitrate). Yield: 8.4%. Reaction SMILES: S[C:2]1[N:3]([CH:15]2[C:24]3[C:19](=[CH:20][CH:21]=[CH:22][CH:23]=3)[CH2:18][CH2:17][CH2:16]2)[C:4]([C:7]([C:9]2[CH:14]=[CH:13][CH:12]=[CH:11][CH:10]=2)=[O:8])=[CH:5][N:6]=1.[N+:25]([O-:28])([OH:27])=[O:26].[OH-].[Na+]>O>[N+:25]([O-:28])([OH:27])=[O:26].[C:9]1([C:7]([C:4]2[N:3]([CH:15]3[C:24]4[C:19](=[CH:20][CH:21]=[CH:22][CH:23]=4)[CH2:18][CH2:17][CH2:16]3)[CH:2]=[N:6][CH:5]=2)=[O:8])[CH:10]=[CH:11][CH:12]=[CH:13][CH:14]=1 |f:2.3,5.6|. Reported procedure: To a stirred solution of 7 parts of [2-mercapto-1-(1,2,3,4-tetrahydro-1-naphthalenyl)-1H-imidazol-5-yl] phenylmethanone in 30 parts of water were added 30 parts of concentrated nitric acid. The whole was stirred for 15 minutes at 50° C. (intense reaction). After cooling, the reaction mixture was poured into crushed ice and treated with a sodium hydroxide solution. The product was extracted with trichloromethane. The extract was washed with water, dried, filtered and evaporated. The residue was c... Starting materials: CC(C)C(C)N=C=S, CCOC(C)=O, Nc1cc(Cl)c(Cl)cc1S(N)(=O)=O. Yields the product CC(C)C(C)NC1=NS(=O)(=O)c2cc(Cl)c(Cl)cc2N1. As a reaction SMILES: [CH3:14][CH:15]([CH:16]([CH3:17])[CH3:18])[N:19]=[C:20]=[S:21].[CH3:22][CH2:23][O:24][C:25](=[O:26])[CH3:27].[NH2:1][c:2]1[c:3]([S:10](=[O:11])(=[O:12])[NH2:13])[cH:4][c:5]([Cl:9])[c:6]([Cl:8])[cH:7]1>>[NH:1]1[c:2]2[c:3]([cH:4][c:5]([Cl:9])[c:6]([Cl:8])[cH:7]2)[S:10](=[O:11])(=[O:12])[N:13]=[C:20]1[NH:19][CH:15]([CH3:14])[CH:16]([CH3:17])[CH3:18]. Reactants: COC(=O)C(Cc1ccc(OCCc2nc(-c3ccccc3)oc2C)cc1)C(=O)OC, CI, CN(C)C=O, [H-], [Na+], [Na+], O=S(=O)([O-])O. Yields the product COC(=O)C(C)(Cc1ccc(OCCc2nc(-c3ccccc3)oc2C)cc1)C(=O)OC. RXN SMILES: [CH3:1][c:2]1[c:3]([CH2:13][CH2:14][O:15][c:16]2[cH:17][cH:18][c:19]([CH2:20][CH:21]([C:22](=[O:23])[O:24][CH3:25])[C:26](=[O:27])[O:28][CH3:29])[cH:30][cH:31]2)[n:4][c:5](-[c:7]2[cH:8][cH:9][cH:10][cH:11][cH:12]2)[o:6]1.[CH3:34][I:35].[CH3:42][N:43]([CH3:44])[CH:45]=[O:46].[H-:32].[Na+:33].[Na+:41].[S:36]([O-:37])([OH:38])(=[O:39])=[O:40]>>[CH3:1][c:2]1[c:3]([CH2:13][CH2:14][O:15][c:16]2[cH:17][cH:18][c:19]([CH2:20][C:21]([C:22](=[O:23])[O:24][CH3:25])([C:26](=[O:27])[O:28][CH3:29])[CH3:34])[cH:30][cH:31]2)[n:4][c:5](-[c:7]2[cH:8][cH:9][cH:10][cH:11][cH:12]2)[o:6]1. Reactants: C1CCOC1, C1CCCCC1, CN(C)CCN(C)C, [Li]C(C)CC, Cc1ccc(F)cc1Cl, CN(C)C=O. The product is Cc1ccc(F)c(C=O)c1Cl. Reaction SMILES: [CH2:34]1[O:35][CH2:36][CH2:37][CH2:38]1.[CH2:6]1[CH2:7][CH2:8][CH2:9][CH2:10][CH2:11]1.[CH3:12][N:13]([CH3:14])[CH2:15][CH2:16][N:17]([CH3:18])[CH3:19].[CH:1]([Li:2])([CH2:3][CH3:4])[CH3:5].[Cl:20][c:21]1[c:22]([CH3:28])[cH:23][cH:24][c:25]([F:27])[cH:26]1.[O:29]=[CH:30][N:31]([CH3:32])[CH3:33]>>[Cl:20][c:21]1[c:22]([CH3:28])[cH:23][cH:24][c:25]([F:27])[c:26]1[CH:30]=[O:29]. The reactants are [OH-].[K+] (potassium hydroxide), COC1=C(C=CC=C1)C1=CN(C2=NC=C(C=C21)C=2C=CC(=C(C(=O)N(C)C)C2)NC=2C=NC=NC2)S(=O)(=O)C2=CC=C(C=C2)C (5-[3-(2-methoxy-phenyl)-1-(toluene-4-sulfonyl)-1H-pyrrolo[2,3-b]pyridin-5-yl]-N,N-dimethyl-2-(pyrimidin-5-ylamino)-benzamide), C(CC(O)(C(=O)O)CC(=O)O)(=O)O (citric acid). Solvent: C(C)O (ethanol). Run at time 4.5 hour. The product is COC1=C(C=CC=C1)C1=CNC2=NC=C(C=C21)C=2C=CC(=C(C(=O)N(C)C)C2)NC=2C=NC=NC2 (5-[3-(2-methoxy-phenyl)-1H-pyrrolo[2,3-b]pyridin-5-yl]-N,N-dimethyl-2-(pyrimidin-5-ylamino)-benzamide). The yield is 42.7%. RXN SMILES: [CH3:1][O:2][C:3]1[CH:8]=[CH:7][CH:6]=[CH:5][C:4]=1[C:9]1[C:17]2[C:12](=[N:13][CH:14]=[C:15]([C:18]3[CH:19]=[CH:20][C:21]([NH:29][C:30]4[CH:31]=[N:32][CH:33]=[N:34][CH:35]=4)=[C:22]([CH:28]=3)[C:23]([N:25]([CH3:27])[CH3:26])=[O:24])[CH:16]=2)[N:11](S(C2C=CC(C)=CC=2)(=O)=O)[CH:10]=1.[OH-].[K+].C(O)(=O)CC(CC(O)=O)(C(O)=O)O>C(O)C>[CH3:1][O:2][C:3]1[CH:8]=[CH:7][CH:6]=[CH:5][C:4]=1[C:9]1[C:17]2[C:12](=[N:13][CH:14]=[C:15]([C:18]3[CH:19]=[CH:20][C:21]([NH:29][C:30]4[CH:31]=[N:32][CH:33]=[N:34][CH:35]=4)=[C:22]([CH:28]=3)[C:23]([N:25]([CH3:26])[CH3:27])=[O:24])[CH:16]=2)[NH:11][CH:10]=1 |f:1.2|. Reported procedure: 67 mg (0.11 mmol) of 5-[3-(2-methoxy-phenyl)-1-(toluene-4-sulfonyl)-1H-pyrrolo[2,3-b]pyridin-5-yl]-N,N-dimethyl-2-(pyrimidin-5-ylamino)-benzamide was dissolved in 3 mL of hot ethanol. 200 μL of 50% w/v aqueous potassium hydroxide was added and the mixture left at ambient temperature for 4.5 h. 10% w/v aqueous citric acid was added and the mixture partitioned between dichloromethane and water. The aqueous layer was extracted three times with dichloromethane. The combined organic phases were dried... Reactants: O=C([O-])[O-], CC(C)=O, [K+], [K+], O=C1CCc2c(O)cccc21. Product: COc1cccc2c1CCC2=O. RXN SMILES: [C:12](=[O:13])([O-:14])[O-:15].[CH3:18][C:19](=[O:20])[CH3:21].[K+:16].[K+:17].[OH:1][c:2]1[c:3]2[c:7]([cH:8][cH:9][cH:10]1)[C:6](=[O:11])[CH2:5][CH2:4]2>>[O:1]([c:2]1[c:3]2[c:7]([cH:8][cH:9][cH:10]1)[C:6](=[O:11])[CH2:5][CH2:4]2)[CH3:12]. Starting materials: C1COCCN1, COCCO[Al+]OCCOC, Cc1ccccc1, COC(=O)c1c(C2CC2)nc2ccccc2c1-c1ccc(F)cc1, [H-], [H-], [Na+], O=S(=O)(O)O. Product: O=Cc1c(C2CC2)nc2ccccc2c1-c1ccc(F)cc1. As a reaction SMILES: [CH2:39]1[NH:40][CH2:41][CH2:42][O:43][CH2:44]1.[CH3:26][O:27][CH2:28][CH2:29][O:30][Al+:31][O:32][CH2:33][CH2:34][O:35][CH3:36].[CH3:50][c:51]1[cH:52][cH:53][cH:54][cH:55][cH:56]1.[F:1][c:2]1[cH:3][cH:4][c:5](-[c:8]2[c:9]([C:21](=[O:22])[O:23][CH3:24])[c:10]([CH:18]3[CH2:19][CH2:20]3)[n:11][c:12]3[cH:13][cH:14][cH:15][cH:16][c:17]23)[cH:6][cH:7]1.[H-:25].[H-:38].[Na+:37].[S:45](=[O:46])(=[O:47])([OH:48])[OH:49]>>[F:1][c:2]1[cH:3][cH:4][c:5](-[c:8]2[c:9]([CH:21]=[O:22])[c:10]([CH:18]3[CH2:19][CH2:20]3)[n:11][c:12]3[cH:13][cH:14][cH:15][cH:16][c:17]23)[cH:6][cH:7]1. The reactants are C([O-])(O)=O (bicarbonate), Cl (HCl), C(=O)(N1C=NC=C1)N1C=NC=C1 (1,1′-carbonyldiimidazole), OCCNC(OC(C)(C)C)=O (tert-butyl N-(2-hydroxyethyl)carbamate), N12CCCCCC2=NCCC1 (1,8-diazabicyclo[5.4.0]undec-7-ene), NC1=NC2=CC=C(C=C2C(=N1)C(=O)N1CC2=CC=CC=C2C1)C1=C(C=C(C(=C1)F)F)CO ([2-amino-6-(4,5-difluoro-2-hydroxymethylphenyl)quinazolin-4-yl]-(1,3-dihydroisoindol-2-yl)methanone). The solvent is N1=CC=CC=C1 (pyridine), N1=CC=CC=C1 (pyridine). Conditions: temperature 0 celsius, time 2 hour. The product is C(C)(C)(C)OC(=O)NCCC(=O)OCC1=C(C=C(C(=C1)F)F)C=1C=C2C(=NC(=NC2=CC1)N)C(=O)N1CC2=CC=CC=C2C1 (2-[2-Amino-4-(1,3-dihydroisoindole-2-carbonyl)quinazolin-6-yl]-4,5-difluorobenzyl 2-tert-butoxycarbonylaminoethyl carboxylate). As a reaction SMILES: [C:1](N1C=CN=C1)(N1C=CN=C1)=[O:2].[NH2:13][C:14]1[N:23]=[C:22]([C:24]([N:26]2[CH2:34][C:33]3[C:28](=[CH:29][CH:30]=[CH:31][CH:32]=3)[CH2:27]2)=[O:25])[C:21]2[C:16](=[CH:17][CH:18]=[C:19]([C:35]3[CH:40]=[C:39]([F:41])[C:38]([F:42])=[CH:37][C:36]=3[CH2:43][OH:44])[CH:20]=2)[N:15]=1.O[CH2:46][CH2:47][NH:48][C:49](=[O:55])[O:50][C:51]([CH3:54])([CH3:53])[CH3:52].N12CCCN=C1CCCCC2.Cl.C(=O)(O)[O-]>N1C=CC=CC=1>[C:51]([O:50][C:49]([NH:48][CH2:47][CH2:46][C:1]([O:44][CH2:43][C:36]1[CH:37]=[C:38]([F:42])[C:39]([F:41])=[CH:40][C:35]=1[C:19]1[CH:20]=[C:21]2[C:16](=[CH:17][CH:18]=1)[N:15]=[C:14]([NH2:13])[N:23]=[C:22]2[C:24]([N:26]1[CH2:27][C:28]2[C:33](=[CH:32][CH:31]=[CH:30][CH:29]=2)[CH2:34]1)=[O:25])=[O:2])=[O:55])([CH3:54])([CH3:53])[CH3:52]. Procedure details: 400 mg of 1,1′-carbonyldiimidazole are dissolved in 10 ml of pyridine and cooled to 0° C. A solution of 1.0 g of [2-amino-6-(4,5-difluoro-2-hydroxymethylphenyl)quinazolin-4-yl]-(1,3-dihydroisoindol-2-yl)methanone dissolved in 10 ml of pyridine is added. The mixture is subsequently stirred at 0° C. for 2 h and at 25° C. for 2 h. 400 mg of tert-butyl N-(2-hydroxyethyl)carbamate and 400 μl of 1,8-diazabicyclo[5.4.0]undec-7-ene are then added, and the mixture is stirred at 25° C. for a further 18 h....